This data is from the Open Reaction Database (ORD), a public repository of structured organic reaction records. The task is: describe an organic reaction: reactants, conditions, products, and yield As a reaction SMILES: F[C:2]1[CH:16]=[CH:15][C:5]2[C:6](C3CCNCC3)=[N:7][O:8][C:4]=2[CH:3]=1.C([O-])([O-])=O.[K+].[K+].BrCCCO.C(#N)C>O>[O:8]1[C:4]2[CH:3]=[CH:2][CH:16]=[CH:15][C:5]=2[CH:6]=[N:7]1 |f:1.2.3|. Yields the product O1N=CC2=C1C=CC=C2 (1,2-benzisoxazole). Starting materials: FC1=CC2=C(C(=NO2)C2CCNCC2)C=C1 (6-fluoro-3-(4-piperidinyl)-1,2-benzisoxazole), C(=O)([O-])[O-].[K+].[K+] (K2CO3), BrCCCO (3-bromo-1-propanol), C(C)#N (acetonitrile), beige solid. Procedure details: A stirred mixture of 6-fluoro-3-(4-piperidinyl)-1,2-benzisoxazole (10.0 g, 45 mmol), K2CO3 (10.0 g), 3-bromo-1-propanol (7.3 g, 46 mmol) and acetonitrile (200 ml) was refluxed for 3 hours. The reaction was poured into H2O and 7.1 g of a beige solid was collected. The filtrate was extracted with dichloromethane, and after concentration an additional 6.7 g of crude solid was harvested. The solids were combined and triturated with refluxing ethyl acetate to afford 8.0 g of 6-fluoro-3-1-(3-hydroxypr... The solvent is O (H2O). The reactants are C(C=C)[Mg]Br (allylmagnesium bromide), CC1(OC[C@@H](O1)C=O)C ((R)-2,2-Dimethyl-1,3-dioxolane-4-carboxaldehyde), C(C=C)[Mg]Br (allylmagnesium bromide). The solvent is O1CCCC1 (tetrahydrofuran). Reaction conditions: temperature -78 celsius, time 2 hour. Yields the product CC1(OCC(O1)C(O)CC=C)C (2.2-Dimethyl-alpha-2-propenyl-1,3-dioxolane-4-methanol). Reaction SMILES: [CH2:1]([Mg]Br)[CH:2]=[CH2:3].[CH3:6][C:7]1([CH3:14])[O:11][C@@H:10]([CH:12]=[O:13])[CH2:9][O:8]1>O1CCCC1>[CH3:6][C:7]1([CH3:14])[O:11][CH:10]([CH:12]([CH2:3][CH:2]=[CH2:1])[OH:13])[CH2:9][O:8]1. Procedure details: To a stirring -78° C. solution, under argon, of 556 ml of 1M allylmagnesium bromide is added, dropwise over 20 minutes, a solution of 36.4 g of product from Example 330 in 17 ml of tetrahydrofuran. The reaction mixture is stirred at -78° C. for 2 hours. Thin layer chromatography indicates the presence of starting material. An additional 280 ml of 1M allylmagnesium bromide is added and the reaction is stirred overnight at -78° C. The reaction is quenched with dropwise addition of saturated ammoni... Reactants: COC1=CC2=C(C=C1)C1(C(NC3=CC=CC=C13)=O)CO2 (6-methoxyspiro[1-benzofuran-3,3′-indol]-2′(1′H)-one), BrCC=1OC(=CC1)C(F)(F)F (2-(bromomethyl)-5-(trifluoromethyl)furan), CC1=NOC2=C1C=C1C(=C2)OCC12C(NC1=CC=CC=C21)=O (3-methylspiro[furo[3,2-f][1,2]benzisoxazole-5,3′-indol]-2′(1′H)-one), Br.BrCC=1C=NC=CC1 (3-(bromomethyl)pyridine hydrobromide). The product is COC1=CC2=C(C=C1)C1(C(N(C3=CC=CC=C13)CC=1C=NC=CC1)=O)CO2 (6-methoxy-1′-(pyridin-3-ylmethyl)spiro[1-benzofuran-3,3′-indol]-2′(1′H)-one). As a reaction SMILES: [CH3:1][O:2][C:3]1[CH:8]=[CH:7][C:6]2[C:9]3([CH2:19][O:20][C:5]=2[CH:4]=1)[C:17]1[C:12](=[CH:13][CH:14]=[CH:15][CH:16]=1)[NH:11][C:10]3=[O:18].CC1C2C=C3[C:33]4([C:41]5[C:36](=CC=[CH:39][CH:40]=5)[NH:35][C:34]4=O)COC3=CC=2ON=1.Br.BrCC1C=NC=CC=1.BrCC1OC(C(F)(F)F)=CC=1>>[CH3:1][O:2][C:3]1[CH:8]=[CH:7][C:6]2[C:9]3([CH2:19][O:20][C:5]=2[CH:4]=1)[C:17]1[C:12](=[CH:13][CH:14]=[CH:15][CH:16]=1)[N:11]([CH2:33][C:41]1[CH:36]=[N:35][CH:34]=[CH:39][CH:40]=1)[C:10]3=[O:18] |f:2.3|. Procedure details: Following the procedure as described in EXAMPLE 9 and making non-critical variations using 6-methoxyspiro[1-benzofuran-3,3′-indol]-2′(1′H)-one to replace 3-methylspiro[furo[3,2-f][1,2]benzisoxazole-5,3′-indol]-2′(1′H)-one, and 3-(bromomethyl)pyridine hydrobromide to replace 2-(bromomethyl)-5-(trifluoromethyl)furan, 6-methoxy-1′-(pyridin-3-ylmethyl)spiro[1-benzofuran-3,3′-indol]-2′(1′H)-one was obtained (63%) as a colorless solid: mp 164-165° C.; 1H NMR (300 MHz, CDCl3) δ 8.56 (s, 1H), 8.55 (d, J...